The task is: describe an organic reaction: reactants, conditions, products, and yield. This data is from the Open Reaction Database (ORD), a public repository of structured organic reaction records. Reactants: CCN, NCC1CCCCC1, O=C(O)c1ccc(CN2C(=O)C3(COc4cc5c(cc43)CCO5)c3ccccc32)cc1, O=C(O)c1cccc(CN2C(=O)C3(COc4cc5c(cc43)CCO5)c3ccccc32)c1. The product is CCNC(=O)c1ccc(CN2C(=O)C3(COc4cc5c(cc43)CCO5)c3ccccc32)cc1. RXN SMILES: [CH3:1][CH2:2][NH2:3].[CH:4]1([CH2:5][NH2:6])[CH2:7][CH2:8][CH2:9][CH2:10][CH2:11]1.[O:12]=[C:13]1[N:14]([CH2:33][c:34]2[cH:35][cH:36][c:37]([C:38](=[O:39])[OH:40])[cH:41][cH:42]2)[c:15]2[cH:16][cH:17][cH:18][cH:19][c:20]2[C:21]12[c:22]1[c:23]([cH:26][c:27]3[c:31]([cH:32]1)[CH2:30][CH2:29][O:28]3)[O:24][CH2:25]2.[O:43]=[C:44]1[C:45]2([CH2:46][O:47][c:48]3[cH:49][c:50]4[c:51]([cH:52][c:53]32)[CH2:54][CH2:55][O:56]4)[c:57]2[c:58]([cH:59][cH:60][cH:61][cH:62]2)[N:63]1[CH2:64][c:65]1[cH:66][c:67]([C:71]([OH:72])=[O:73])[cH:68][cH:69][cH:70]1>>[CH3:1][CH2:2][NH:3][C:38]([c:37]1[cH:36][cH:35][c:34]([CH2:33][N:14]2[C:13](=[O:12])[C:21]3([c:20]4[c:15]2[cH:16][cH:17][cH:18][cH:19]4)[c:22]2[c:23]([cH:26][c:27]4[c:31]([cH:32]2)[CH2:30][CH2:29][O:28]4)[O:24][CH2:25]3)[cH:42][cH:41]1)=[O:39]. Starting materials: FC(C=1C=C(C=O)C=C(C1)C(F)(F)F)(F)F (3,5-bis-trifluoromethyl benzaldehyde), NCC=1C(=NC=2CCCCC2C1)N(CC)CC1CCCC1 ((3-aminomethyl-5,6,7,8-tetrahydro-quinoline-2-yl)-cyclopentylmethyl-ethylamine), C(#N)[BH3-].[Na+] (sodium cyanoborohydride), C(C)(=O)O (acetic acid). Solvent: CO (MeOH). Reaction conditions: time 1 hour. The product is FC(C=1C=C(CNCC=2C(=NC=3CCCCC3C2)N(CC)CC2CCCC2)C=C(C1)C(F)(F)F)(F)F ({3-[(3,5-bis-trifluoromethyl-benzylamino)-methyl]-5,6,7,8-tetrahydro-quinolin-2-yl}-cyclopentylmethyl-ethyl amine). Isolated yield 70.6%. As a reaction SMILES: [F:1][C:2]([F:16])([F:15])[C:3]1[CH:4]=[C:5]([CH:8]=[C:9]([C:11]([F:14])([F:13])[F:12])[CH:10]=1)[CH:6]=O.[NH2:17][CH2:18][C:19]1[C:20]([N:29]([CH2:32][CH:33]2[CH2:37][CH2:36][CH2:35][CH2:34]2)[CH2:30][CH3:31])=[N:21][C:22]2[CH2:23][CH2:24][CH2:25][CH2:26][C:27]=2[CH:28]=1.C(O)(=O)C.C([BH3-])#N.[Na+]>CO>[F:1][C:2]([F:16])([F:15])[C:3]1[CH:4]=[C:5]([CH:8]=[C:9]([C:11]([F:14])([F:13])[F:12])[CH:10]=1)[CH2:6][NH:17][CH2:18][C:19]1[C:20]([N:29]([CH2:32][CH:33]2[CH2:37][CH2:36][CH2:35][CH2:34]2)[CH2:30][CH3:31])=[N:21][C:22]2[CH2:23][CH2:24][CH2:25][CH2:26][C:27]=2[CH:28]=1 |f:3.4|. Procedure details: To a solution of 3,5-bis-trifluoromethyl benzaldehyde (0.185 g, 0.76 mmol) in MeOH (3 mL) was added (3-aminomethyl-5,6,7,8-tetrahydro-quinoline-2-yl)-cyclopentylmethyl-ethylamine (0.2 g, 0.69 mmol), followed by the addition of acetic acid (0.08 mL, 1.39 mmol). This reaction mixture was stirred at RT for 1 h, after which time sodium cyanoborohydride (0.172 g, 2.78 mmol) was added, and stirring was continued for another 8 h. The solvent was then evaporated under vacuum and water was added, followe... Starting materials: 1C, O1COC2=C1C=CC(=C2)O (1,3-benzodioxol-5-ol), ClC1=C(C=C(C=C1)O)F (4-chloro-3-fluorophenol), BrC1=C2C(C(N(C2=CC=C1)CCCCC)=O)=O (4-bromo-1-pentyl-1H-indole-2,3-dione), C(CCCC)N1C(C(C2=CC=CC=C12)=O)=O (1-pentyl-1H-indole-2,3-dione). Product: ClC=1C(=CC(=C(C1)C1(C(N(C2=CC=CC=C12)CCCCC)=O)O)O)F (3-(5-chloro-4-fluoro-2-hydroxyphenyl)-3-hydroxy-1-pentyl-1,3-dihydro-2H-indol-2-one). As a reaction SMILES: Br[C:2]1[CH:10]=[CH:9][CH:8]=[C:7]2[C:3]=1[C:4](=[O:17])[C:5](=[O:16])[N:6]2[CH2:11][CH2:12][CH2:13][CH2:14][CH3:15].C(N1C2C(=CC=CC=2)C(=O)C1=O)CCCC.O1C2C=CC(O)=CC=2OC1.[Cl:44][C:45]1[CH:50]=[CH:49][C:48]([OH:51])=[CH:47][C:46]=1[F:52]>>[Cl:44][C:45]1[C:46]([F:52])=[CH:47][C:48]([OH:51])=[C:49]([C:4]2([OH:17])[C:3]3[C:7](=[CH:8][CH:9]=[CH:10][CH:2]=3)[N:6]([CH2:11][CH2:12][CH2:13][CH2:14][CH3:15])[C:5]2=[O:16])[CH:50]=1. Procedure: Following the procedure as described in PREPARATION 1C, and making non-critical variations to replace 4-bromo-1-pentyl-1H-indole-2,3-dione with 1-pentyl-1H-indole-2,3-dione, and 1,3-benzodioxol-5-ol with 4-chloro-3-fluorophenol, the title compound was obtained (33%): 1H NMR (300 MHz, CDCl3) δ 9.80 (s, 1H), 7.52-7.41 (m, 2H), 7.23 (t, 1H), 6.96 (d, 1H), 6.84 (d, 1H), 6.80 (d, 1H), 4.15 (s, 1H), 3.79-3.58 (m, 2H), 1.76-1.62 (m, 2H), 1.40-1.28 (m, 4H), 0.87 (t, 3H); MS (ES+) m/z 346 (M−17), 386 (M+... The reactants are ice water, S1C=C(C=C1)C(=O)O (thiophene-3-carboxylic acid), Pyridinium bromide perbromide, Br (HBr). Run in CC(=O)O (AcOH). Reaction conditions: time 30 minute. Product: BrC1=CC(=CS1)C(=O)O (5-bromo-thiophene-3-carboxylic acid). Isolated yield 61.8%. As a reaction SMILES: [S:1]1[CH:5]=[CH:4][C:3]([C:6]([OH:8])=[O:7])=[CH:2]1.Br.C1C=C[NH+]=CC=1.[Br:16][Br-]Br>CC(O)=O>[Br:16][C:5]1[S:1][CH:2]=[C:3]([C:6]([OH:8])=[O:7])[CH:4]=1 |f:2.3|. Reported procedure: To a solution of thiophene-3-carboxylic acid (12.6 g, 0.1 mol) in AcOH (96 ml), being stirred at room temperature, HBr solution (8 ml) was added, and the stirring continued until the color of mixture turned to yellow. Pyridinium bromide perbromide (27 g) was then sequentially added. The mixture was poured into ice-water, stirred for about 30 minutes. A white precipitate was formed, which was filtered and dried to obtain 5-bromo-thiophene-3-carboxylic acid (10.8 g) as a white solid after crystall... Reactants: Cl (hydrogen chloride), COC1=CC(=NC=C1)C=1C=C(C=CC1)NC(=S)N (N-(3-(4-methoxypyridin-2-yl)phenyl)thiourea), C(C)(=O)OCC (Ethyl acetate). The solvent is O1CCOCC1 (1,4-dioxane), ICC (iodoethane), CN(C=O)C (N,N-dimethylformamide). Run at temperature 50 celsius, time 1.5 hour. The product is Cl.Cl.COC1=CC(=NC=C1)C=1C=C(C=CC1)NC(SCC)=N (N-(3-(4-methoxypyridin-2-yl)phenyl)-S-ethylisothiourea dihydrochloride). RXN SMILES: [CH3:1][O:2][C:3]1[CH:8]=[CH:7][N:6]=[C:5]([C:9]2[CH:10]=[C:11]([NH:15][C:16]([NH2:18])=[S:17])[CH:12]=[CH:13][CH:14]=2)[CH:4]=1.[ClH:19].[C:20](OCC)(=O)[CH3:21]>CN(C)C=O.O1CCOCC1.ICC>[ClH:19].[ClH:19].[CH3:1][O:2][C:3]1[CH:8]=[CH:7][N:6]=[C:5]([C:9]2[CH:10]=[C:11]([NH:15][C:16](=[NH:18])[S:17][CH2:20][CH3:21])[CH:12]=[CH:13][CH:14]=2)[CH:4]=1 |f:6.7.8|. Procedure: To a suspension of N-(3-(4-methoxypyridin-2-yl)phenyl)thiourea (171 mg) in N,N-dimethylformamide (4 ml) were added a solution of hydrogen chloride in 1,4-dioxane (4N, 0.33 ml) and iodoethane (0.263 ml), and the mixture was stirred at 50° C. for 1.5 hours. Ethyl acetate (100 ml) was added to the mixture, and the mixture was cooled. The precipitate was collected by filtration. The precipitate was dissolved in water, and to the solution was added a saturated aqueous sodium hydrogencarbonate solutio... Reactants: O=C([O-])O, O=N[O-], Nc1ccc(C(F)(F)F)nc1, [Na+], [Na+], O, O=S(=O)(O)O. Yields the product Oc1ccc(C(F)(F)F)nc1. RXN SMILES: [C:16](=[O:17])([OH:18])[O-:19].[N:12](=[O:13])[O-:14].[NH2:1][c:2]1[cH:3][n:4][c:5]([C:8]([F:9])([F:10])[F:11])[cH:6][cH:7]1.[Na+:15].[Na+:20].[OH2:26].[S:21](=[O:22])(=[O:23])([OH:24])[OH:25]>>[c:2]1([OH:13])[cH:3][n:4][c:5]([C:8]([F:9])([F:10])[F:11])[cH:6][cH:7]1. RXN SMILES: [C:1]([N:4]1[C:12]2[C:7](=[CH:8][C:9]([C:13](=[O:15])[CH3:14])=[CH:10][CH:11]=2)[CH2:6][C:5]1=[O:16])(=[O:3])[CH3:2].[N+:17]([C:20]1[CH:28]=[CH:27][C:23]([C:24](O)=[O:25])=[CH:22][CH:21]=1)([O-:19])=[O:18]>>[C:1]([N:4]1[C:12]2[C:7](=[CH:8][C:9]([C:13](=[O:15])[CH3:14])=[CH:10][CH:11]=2)[C:6](=[C:24]([C:23]2[CH:22]=[CH:21][C:20]([N+:17]([O-:19])=[O:18])=[CH:28][CH:27]=2)[OH:25])[C:5]1=[O:16])(=[O:3])[CH3:2]. Procedure: Prepared from 1,5-diacetyl-2-indolinone and 4-nitrobenzoic acid The reactants are C(C)(=O)N1C(CC2=CC(=CC=C12)C(C)=O)=O (1,5-diacetyl-2-indolinone), [N+](=O)([O-])C1=CC=C(C(=O)O)C=C1 (4-nitrobenzoic acid). Yields the product C(C)(=O)N1C(C(C2=CC(=CC=C12)C(C)=O)=C(O)C1=CC=C(C=C1)[N+](=O)[O-])=O (1,5-diacetyl-3-[(4-nitro-phenyl)-hydroxy-methylidene]-2-indolinone).